From a dataset of the Open Reaction Database (ORD), a public repository of structured organic reaction records. describe an organic reaction: reactants, conditions, products, and yield Starting materials: CCO, CC(C)OC(=O)c1ccc2c(ccn2C(C)C)c1, [Na+], [OH-]. The product is CC(C)n1ccc2cc(C(=O)O)ccc21. RXN SMILES: [CH3:21][CH2:22][OH:23].[CH:1]([CH3:2])([CH3:3])[n:4]1[cH:5][cH:6][c:7]2[cH:8][c:9]([C:13](=[O:14])[O:15][CH:16]([CH3:17])[CH3:18])[cH:10][cH:11][c:12]12.[Na+:20].[OH-:19]>>[CH:1]([CH3:2])([CH3:3])[n:4]1[cH:5][cH:6][c:7]2[cH:8][c:9]([C:13](=[O:14])[OH:15])[cH:10][cH:11][c:12]12. Starting materials: NC1=CC=CC2=CC=C(C=C12)S(=O)(=O)O (1-amino-naphthalene-7-sulphonic acid), C1=CC=CC2=CC=CC=C12 (naphthalene), C1=C(C=CC2=CC=CC=C12)S(=O)(=O)O (2-naphthalenesulphonic acid). Reagents/catalysts: [Fe] (iron). Product: NC1=CC=CC2=CC(=CC=C12)S(=O)(=O)O (1-Amino-naphthalene-6-sulphonic acid). As a reaction SMILES: [NH2:1]C1C2C(=CC=C(S(O)(=O)=O)C=2)C=CC=1.C1C2C(=CC=CC=2)C=CC=1.[CH:26]1[C:35]2[C:30](=[CH:31][CH:32]=[CH:33][CH:34]=2)[CH:29]=[CH:28][C:27]=1[S:36]([OH:39])(=[O:38])=[O:37]>[Fe]>[NH2:1][C:31]1[C:30]2[C:35](=[CH:26][C:27]([S:36]([OH:39])(=[O:38])=[O:37])=[CH:28][CH:29]=2)[CH:34]=[CH:33][CH:32]=1. Procedure details: It is known that 1-amino-naphthalene-7-sulphonic acid can be prepared, for example, by sulphonating naphthalene, nitrating the resulting 2-naphthalenesulphonic acid and subsequently reducing this with iron (Beilstein H XIV, 765 and Ullmann, volume 12, 625 (1960)). 1-Amino-naphthalene-6-sulphonic acid is always formed as a by-product in this preparation and must be separated off. The reactants are ClC1=C2CCC(C2=CC=C1)=O (4-chloro-indan-1-one), C1(=CC=CC=C1)N1CNC(C12CCNCC2)=O (1-phenyl-1,3,8-triazaspiro[4.5]decan-4-one). Yields the product Cl.ClC1=C2CCC(C2=CC=C1)N1CCC2(C(NCN2C2=CC=CC=C2)=O)CC1 ((RS)-8-(4-Chloro-indan-1-yl)-1-phenyl-1,3,8-triaza-spiro[4.5]decan-4-one hydrochloride). As a reaction SMILES: [Cl:1][C:2]1[CH:10]=[CH:9][CH:8]=[C:7]2[C:3]=1[CH2:4][CH2:5][C:6]2=O.[C:12]1([N:18]2[C:22]3([CH2:27][CH2:26][NH:25][CH2:24][CH2:23]3)[C:21](=[O:28])[NH:20][CH2:19]2)[CH:17]=[CH:16][CH:15]=[CH:14][CH:13]=1>>[ClH:1].[Cl:1][C:2]1[CH:10]=[CH:9][CH:8]=[C:7]2[C:3]=1[CH2:4][CH2:5][CH:6]2[N:25]1[CH2:24][CH2:23][C:22]2([N:18]([C:12]3[CH:17]=[CH:16][CH:15]=[CH:14][CH:13]=3)[CH2:19][NH:20][C:21]2=[O:28])[CH2:27][CH2:26]1 |f:2.3|. Procedure: The title compound, white solid, m.p.>230° C. and MS: m/e=382.2 (M+H+) was prepared in accordance with the general method of example 34 from 4-chloro-indan-1-one and 1-phenyl-1,3,8-triazaspiro[4.5]decan-4-one. The yield is 94.8%. Procedure details: 0.2 ml of trifluoroacetic acid was added to a solution of 4 g of the Compound 1 obtained in Example 1 in water-methanol. The mixture was stirred for 48 hours at 70° C. After the reaction was completed, methanol was evaporated and the crystals were collected by filtration and dried to give 2.3 g of 6-hydroxy-2-(4-hydroxybenzoyl)benzothiazole (Compound 7). mp: 46° C. 1H-NMR(aceton-d6): 7.01(d,J=8.9 Hz,2H), 7.18(dd,J=8.9,2.4 Hz,1H), 7.52(d,J=2.4 Hz,1H), 8.05(d,J=8.9 Hz,1H), 8.58(d,J=8.9 Hz,2H), 9.1... Run at temperature 70 celsius, time 48 hour. Solvent: O.CO (water methanol). Yields the product OC1=CC2=C(N=C(S2)C(C2=CC=C(C=C2)O)=O)C=C1 (6-hydroxy-2-(4-hydroxybenzoyl)benzothiazole). The reactants are FC(C(=O)O)(F)F (trifluoroacetic acid), COCCOCOC1=CC2=C(N=C(S2)C(C2=CC=C(C=C2)OCOCCOC)=O)C=C1 (6-(2-methoxyethoxy)methoxy-2-{4-[(2-methoxyethoxy)methoxy]benzoyl}benzothiazole). Reaction SMILES: FC(F)(F)C(O)=O.COCCOC[O:14][C:15]1[CH:38]=[CH:37][C:18]2[N:19]=[C:20]([C:22](=[O:36])[C:23]3[CH:28]=[CH:27][C:26]([O:29]COCCOC)=[CH:25][CH:24]=3)[S:21][C:17]=2[CH:16]=1>O.CO>[OH:14][C:15]1[CH:38]=[CH:37][C:18]2[N:19]=[C:20]([C:22](=[O:36])[C:23]3[CH:24]=[CH:25][C:26]([OH:29])=[CH:27][CH:28]=3)[S:21][C:17]=2[CH:16]=1 |f:2.3|. Run at temperature 80 celsius. Reactants: CNC1=CC=CC=C1 (N-methylaniline), C(C)NC1=CC=CC=C1 (N-ethylaniline), C1(=CC=CC=C1)O (phenol), C1(=CC=CC=C1)O (phenol), C=O (formalin), C(C)NC1=CC=CC=C1 (N-ethylaniline), C(C)NC1=CC=CC=C1 (N-ethylaniline), C=O (formalin). Reaction SMILES: [C:1]1([OH:7])[CH:6]=[CH:5][CH:4]=[CH:3][CH:2]=1.C=O.[CH2:10]([NH:12][C:13]1[CH:18]=[CH:17][CH:16]=[CH:15][CH:14]=1)[CH3:11].CNC1C=CC=CC=1>>[CH2:10]([NH:12][C:13]1[CH:18]=[CH:17][CH:16]=[CH:15][CH:14]=1)[CH3:11].[CH2:1]=[O:7].[C:1]1([OH:7])[CH:6]=[CH:5][CH:4]=[CH:3][CH:2]=1 |f:4.5.6|. Reported procedure: A reactor is charged with 376.4 g phenol (4 moles) and 95.5 g 50% formalin (1.6 moles). This reaction mixture is heated to 60° C. whereupon 96.8 g N-ethylaniline (0.8 moles) is added at 60° C. over 40 minutes. The reaction mixture is then heated at 80° C. for 1 hour and then 1 hour at 100° C. to substantially completely react the phenol. The reaction mixture is cooled to 70° C. Then 96.8 g of N-ethylaniline (0.8 moles) is added followed by addition of 95.5 g of 50% formalin (1.6 moles) at 70° C.... Product: C(C)NC1=CC=CC=C1.C=O.C1(=CC=CC=C1)O (N-Ethylaniline Phenol Formaldehyde). Starting materials: ClS(=O)(=O)O (Chlorosulfonic acid), FC1=CC=C(C=C1)C1=CC=CC=C1 (4-fluorobiphenyl). Conditions: time 0.5 hour. Yields the product FC=1C=C(C(=CC1)C1=CC=CC=C1)S(=O)(=O)Cl (4-Fluorobiphenylsulfonyl chloride). RXN SMILES: [Cl:1][S:2]([OH:5])(=O)=[O:3].[F:6][C:7]1[CH:12]=[CH:11][C:10]([C:13]2[CH:18]=[CH:17][CH:16]=[CH:15][CH:14]=2)=[CH:9][CH:8]=1>>[F:6][C:7]1[CH:12]=[C:11]([S:2]([Cl:1])(=[O:5])=[O:3])[C:10]([C:13]2[CH:18]=[CH:17][CH:16]=[CH:15][CH:14]=2)=[CH:9][CH:8]=1. Procedure details: Chlorosulfonic acid (8.7 mL, 0.13 mole) was added dropwise to 4-fluorobiphenyl (10.2 grams, 59 mmol) while stirring in an ice bath. Stirring was continued with ice cooling for 0.5 hours and then the reaction mixture was poured onto ice. The resulting white precipitate was collected by filtration and dissolved in chloroform. The chloroform solution was washed with water and brine, dried over magnesium sulfate and concentrated to afford a white solid. The desired product, 4-fluorobiphenylsulfonyl ... The reactants are [Al+3], C1CCOC1, CCOC(=O)C1CCC(c2c(F)cc(F)cc2F)N1, [H-], [H-], [H-], [H-], [Li+], [Na+], [OH-], O. Yields the product OCC1CCC(c2c(F)cc(F)cc2F)N1. Reaction SMILES: [Al+3:2].[CH2:29]1[O:30][CH2:31][CH2:32][CH2:33]1.[F:7][c:8]1[c:9]([CH:16]2[CH2:17][CH2:18][CH:19]([C:21](=[O:22])[O:23][CH2:24][CH3:25])[NH:20]2)[c:10]([F:15])[cH:11][c:12]([F:14])[cH:13]1.[H-:1].[H-:4].[H-:5].[H-:6].[Li+:3].[Na+:28].[OH-:27].[OH2:26]>>[F:7][c:8]1[c:9]([CH:16]2[CH2:17][CH2:18][CH:19]([CH2:21][OH:22])[NH:20]2)[c:10]([F:15])[cH:11][c:12]([F:14])[cH:13]1. Reactants: O=Cc1ccc(OCc2ccccc2)c(O)c1, CC(=O)[O-], CCO, [Cl-], [Na+], O, [NH3+]O. The product is N#Cc1ccc(OCc2ccccc2)c(O)c1. Reaction SMILES: [CH2:1]([c:2]1[cH:3][cH:4][cH:5][cH:6][cH:7]1)[O:8][c:9]1[c:10]([OH:17])[cH:11][c:12]([CH:13]=[O:14])[cH:15][cH:16]1.[CH3:22][C:23](=[O:24])[O-:25].[CH3:27][CH2:28][OH:29].[Cl-:18].[Na+:21].[OH2:26].[OH:19][NH3+:20]>>[CH2:1]([c:2]1[cH:3][cH:4][cH:5][cH:6][cH:7]1)[O:8][c:9]1[c:10]([OH:17])[cH:11][c:12]([C:13]#[N:20])[cH:15][cH:16]1. Reactants: C[O-].[Na+] (NaOMe), solution, Cl.C(=N)N (Formamidine hydrochloride), C(C1=CC=CC=C1)OC(C(=O)OC)C(=O)OC (Dimethyl 2-(benzyloxy)malonate), Cl (HCl). The solvent is CO (MeOH), CO (MeOH). Reaction conditions: temperature 0 celsius, time 30 minute. Product: C(C1=CC=CC=C1)OC=1C(=NC=NC1O)O (5-(benzyloxy)pyrimidine-4,6-diol). Isolated yield 102.8%. As a reaction SMILES: [CH2:1]([O:8][CH:9]([C:14]([O:16]C)=O)[C:10](OC)=[O:11])[C:2]1[CH:7]=[CH:6][CH:5]=[CH:4][CH:3]=1.C[O-].[Na+].Cl.[CH:22]([NH2:24])=[NH:23].Cl>CO>[CH2:1]([O:8][C:9]1[C:14]([OH:16])=[N:23][CH:22]=[N:24][C:10]=1[OH:11])[C:2]1[CH:7]=[CH:6][CH:5]=[CH:4][CH:3]=1 |f:1.2,3.4|. Procedure details: Dimethyl 2-(benzyloxy)malonate (16.1 g, 0.0675 mol) was dissolved in MeOH (27 ml), NaOMe (42.59 ml of a 30% solution in MeOH, 3.5 eq) was added and the mixture cooled to 0 C. Formamidine hydrochloride (5.68 g, 1.05 eq) was added and the mixture stirred at 0° C. for 30 minutes and then at reflux for 2 hours. After cooling to 0° C. concentrated HCl (21 ml) was added and the solid was collected by filtration (washing with cold water 3×20 ml) to give 15.14 g of the title compound. The solvent is CS(=O)C (dimethyl sulfoxide). Conditions: time 3 hour. As a reaction SMILES: Cl[C:2]1[CH:11]=[C:10]2[C:5]([C:6](=[O:22])[C:7]([C:20]#[N:21])=[CH:8][N:9]2[CH2:12][O:13][CH2:14][CH2:15][Si:16]([CH3:19])([CH3:18])[CH3:17])=[CH:4][C:3]=1[N+:23]([O-:25])=[O:24].[N-:26]=[N+:27]=[N-:28].[Na+]>CS(C)=O>[N:26]([C:2]1[CH:11]=[C:10]2[C:5]([C:6](=[O:22])[C:7]([C:20]#[N:21])=[CH:8][N:9]2[CH2:12][O:13][CH2:14][CH2:15][Si:16]([CH3:19])([CH3:18])[CH3:17])=[CH:4][C:3]=1[N+:23]([O-:25])=[O:24])=[N+:27]=[N-:28] |f:1.2|. The yield is 99.9%. The product is N(=[N+]=[N-])C1=C(C=C2C(C(=CN(C2=C1)COCC[Si](C)(C)C)C#N)=O)[N+](=O)[O-] (7-azido-6-nitro-4-oxo-1-{[2-(trimethylsilyl)ethoxy]methyl}-1,4-dihydro-3-quinolinecarbonitrile). Starting materials: ClC1=C(C=C2C(C(=CN(C2=C1)COCC[Si](C)(C)C)C#N)=O)[N+](=O)[O-] (7-chloro-6-nitro-4-oxo-1-{[2-(trimethylsilyl)ethoxy]methyl}-1,4-dihydro-3-quinolinecarbonitrile), [N-]=[N+]=[N-].[Na+] (sodium azide). Procedure: To a solution of 6.0 g (15.8 mmol) of 7-chloro-6-nitro-4-oxo-1-{[2-(trimethylsilyl)ethoxy]methyl}-1,4-dihydro-3-quinolinecarbonitrile in 120 mL of dimethyl sulfoxide is added 5.13 g (79.0 mmol) of sodium azide and the resulting mixture is stirred at room temperature for 3 hours. The mixture is then heated at 60° C. for 10 minutes, room temperature for 1 hour and then poured on to ice. The solid is collected by filtration, washed thoroughly with water and dried in vacuo to yield 6.1 g of 7-azido-...